This data is from the Open Reaction Database (ORD), a public repository of structured organic reaction records. The task is: describe an organic reaction: reactants, conditions, products, and yield Reactants: CCO, C=CC(N)=O, NCc1ccccc1. Product: NC(=O)CCNCc1ccccc1. Reaction SMILES: [CH3:14][CH2:15][OH:16].[NH2:1][C:2](=[O:3])[CH:4]=[CH2:5].[NH2:6][CH2:7][c:8]1[cH:9][cH:10][cH:11][cH:12][cH:13]1>>[NH2:1][C:2](=[O:3])[CH2:4][CH2:5][NH:6][CH2:7][c:8]1[cH:9][cH:10][cH:11][cH:12][cH:13]1.